From a dataset of the Open Reaction Database (ORD), a public repository of structured organic reaction records. describe an organic reaction: reactants, conditions, products, and yield The reactants are C1CCOC1, CCI, [Cl-], [H-], [H][H], [NH4+], [Na+], C#CCOC1CCCCO1, O. Yields the product CCC#CCOC1CCCCO1. RXN SMILES: [CH2:21]1[O:22][CH2:23][CH2:24][CH2:25]1.[CH2:3]([CH3:4])[I:5].[Cl-:18].[H-:1].[H:16][H:17].[NH4+:19].[Na+:2].[O:6]1[CH:7]([O:12][CH2:13][C:14]#[CH:15])[CH2:8][CH2:9][CH2:10][CH2:11]1.[OH2:20]>>[CH2:3]([CH3:4])[C:15]#[C:14][CH2:13][O:12][CH:7]1[O:6][CH2:11][CH2:10][CH2:9][CH2:8]1. The reactants are I(=O)(=O)(=O)[O-].[Na+] (sodium metaperiodate), C(#N)C1=C(C=C(NC(C(CSCC)(C(F)(F)F)O)=O)C=C1)C(F)(F)F (4-cyano-3-trifluoromethyl-N-(3-ethylthio-2-hydroxy-2-trifluoromethylpropionyl)aniline). Run in O (water), CO (methanol). Run at time 48 hour. The product is C(#N)C1=C(C=C(NC(C(CS(=O)CC)(C(F)(F)F)O)=O)C=C1)C(F)(F)F (4-cyano-3-trifluoromethyl-N-(3-ethylsulphinyl-2-hydroxy-2-trifluoromethylpropionyl)aniline). Reaction SMILES: I([O-])(=O)(=O)=[O:2].[Na+].[C:7]([C:9]1[CH:27]=[CH:26][C:12]([NH:13][C:14](=[O:25])[C:15]([OH:24])([C:20]([F:23])([F:22])[F:21])[CH2:16][S:17][CH2:18][CH3:19])=[CH:11][C:10]=1[C:28]([F:31])([F:30])[F:29])#[N:8]>O.CO>[C:7]([C:9]1[CH:27]=[CH:26][C:12]([NH:13][C:14](=[O:25])[C:15]([OH:24])([C:20]([F:21])([F:22])[F:23])[CH2:16][S:17]([CH2:18][CH3:19])=[O:2])=[CH:11][C:10]=1[C:28]([F:30])([F:31])[F:29])#[N:8] |f:0.1|. Procedure: A solution of sodium metaperiodate (0.407 g.) in water (15 ml.) was added dropwise to a stirred solution of 4-cyano-3-trifluoromethyl-N-(3-ethylthio-2-hydroxy-2-trifluoromethylpropionyl)aniline (0.6 g.) in methanol (25 ml.) and the mixture was stirred at laboratory temperature for 48 hours and then filtered. The solid was washed with methanol (25 ml.) and the mixture was filtered, and the combined filtrates were evaporated to dryness under reduced pressure. The residue was dissolved in ethyl ace... The reactants are C12C(CC(C=C1)C2)C(=O)O (bicyclo[2.2.1]hept-5-ene-2-carboxylic acid), C1(\C=C/C(=O)O1)=O (maleic anhydride), CC(C)(C#N)N=NC(C)(C)C#N (AIBN). The solvent is O1CCCC1 (tetrahydrofuran). The product is C12C(CC(C=C1)C2)C(=O)O.C1(\C=C/C(=O)O1)=O (bicyclo[2.2.1]hept-5-ene-2-carboxylic acid maleic anhydride). Reaction SMILES: [CH:1]12[CH2:7][CH:4]([CH:5]=[CH:6]1)[CH2:3][CH:2]2[C:8]([OH:10])=[O:9].[C:11]1(=[O:17])[O:16][C:14](=[O:15])[CH:13]=[CH:12]1.CC(N=NC(C#N)(C)C)(C#N)C>O1CCCC1>[CH:1]12[CH2:7][CH:4]([CH:5]=[CH:6]1)[CH2:3][CH:2]2[C:8]([OH:10])=[O:9].[C:14]1(=[O:15])[O:16][C:11](=[O:17])[CH:12]=[CH:13]1 |f:4.5|. Reported procedure: To 70 ml of tetrahydrofuran was added 0.2 M of bicyclo[2.2.1]hept-5-ene-2-carboxylic acid, 0.2 M of maleic anhydride and 0.4 g of AIBN. The resulting solution was reacted at 67° C. for 8 hours. Thereafter, a polymer was precipitated and filtered in petroleum ether/ether (1/1) solution, to obtain the title polymer. Here, the polymer was washed with aqueous Na2CO3 solution (5%), and re-washed with distilled water to completely remove base. The resulting resin was vacuum-dried to obtain a pure resi... The reactants are CCN(C(C)C)C(C)C, ClCCl, COc1cc2nc(N3CCNC(C(=O)NC(C)(C)C)C3)nc(N)c2cc1OC, O=C(Cl)c1ccco1. The product is COc1cc2nc(N3CCN(C(=O)c4ccco4)C(C(=O)NC(C)(C)C)C3)nc(N)c2cc1OC. Reaction SMILES: [CH:29]([N:30]([CH:31]([CH3:32])[CH3:33])[CH2:34][CH3:35])([CH3:36])[CH3:37].[Cl:46][CH2:47][Cl:48].[NH2:1][c:2]1[n:3][c:4]([N:16]2[CH2:17][CH:18]([C:22]([NH:23][C:24]([CH3:25])([CH3:26])[CH3:27])=[O:28])[NH:19][CH2:20][CH2:21]2)[n:5][c:6]2[cH:7][c:8]([O:14][CH3:15])[c:9]([O:12][CH3:13])[cH:10][c:11]12.[o:38]1[c:39]([C:43](=[O:44])[Cl:45])[cH:40][cH:41][cH:42]1>>[NH2:1][c:2]1[n:3][c:4]([N:16]2[CH2:17][CH:18]([C:22]([NH:23][C:24]([CH3:25])([CH3:26])[CH3:27])=[O:28])[N:19]([C:43]([c:39]3[o:38][cH:42][cH:41][cH:40]3)=[O:44])[CH2:20][CH2:21]2)[n:5][c:6]2[cH:7][c:8]([O:14][CH3:15])[c:9]([O:12][CH3:13])[cH:10][c:11]12. The reactants are ClC1=CC=CC=2N1N=C(C2C=O)C=2OC=CC2C (7-chloro-2-(3-methyl-2-furyl)pyrazolo[1,5-a]pyridine-3-carbaldehyde), C(#C)[Mg]Br (ethynylmagnesium bromide), O (Water). The solvent is O1CCCC1 (tetrahydrofuran). Reaction conditions: time 1 hour. Product: ClC1=CC=CC=2N1N=C(C2C(C#C)O)C=2OC=CC2C (1-[7-Chloro-2-(3-methyl-2-furyl)pyrazolo[1,5-a]pyridin-3-yl]-2-propyn-1-ol). Reaction SMILES: [Cl:1][C:2]1[N:7]2[N:8]=[C:9]([C:13]3[O:14][CH:15]=[CH:16][C:17]=3[CH3:18])[C:10]([CH:11]=[O:12])=[C:6]2[CH:5]=[CH:4][CH:3]=1.[C:19]([Mg]Br)#[CH:20].O>O1CCCC1>[Cl:1][C:2]1[N:7]2[N:8]=[C:9]([C:13]3[O:14][CH:15]=[CH:16][C:17]=3[CH3:18])[C:10]([CH:11]([OH:12])[C:19]#[CH:20])=[C:6]2[CH:5]=[CH:4][CH:3]=1. Procedure details: To a solution of 7-chloro-2-(3-methyl-2-furyl)pyrazolo[1,5-a]pyridine-3-carbaldehyde (11.56 g, 44.3 mmol) in tetrahydrofuran (200 mL) at −78° C. was added ethynylmagnesium bromide (133 mL, 0.5 M in tetrahydrofuran, 66.5 mmol). The mixture was allowed to warm to room temperature and stirred for 1 hour. Water was added to the reaction and the resulting mixture was extracted with ethyl acetate. The ethyl acetate phase was dried over magnesium sulfate, filtered and concentrated to a solid residue, 1...